The task is: describe an organic reaction: reactants, conditions, products, and yield. This data is from the Open Reaction Database (ORD), a public repository of structured organic reaction records. The reactants are B, CO, CSC, Cc1ccc([N+](=O)[O-])c(C(=O)O)c1, C1CCOC1. Yields the product Cc1ccc([N+](=O)[O-])c(CO)c1. Reaction SMILES: [BH3:4].[CH3:18][OH:19].[CH3:1][S:2][CH3:3].[CH3:5][c:6]1[cH:7][cH:8][c:9]([N+:15](=[O:16])[O-:17])[c:10]([C:11](=[O:12])[OH:13])[cH:14]1.[O:20]1[CH2:21][CH2:22][CH2:23][CH2:24]1>>[CH3:5][c:6]1[cH:7][cH:8][c:9]([N+:15](=[O:16])[O-:17])[c:10]([CH2:11][OH:12])[cH:14]1.